The task is: describe an organic reaction: reactants, conditions, products, and yield. This data is from the Open Reaction Database (ORD), a public repository of structured organic reaction records. The reactants are COCC=Cc1ccc(N2CCC3(CCN(S(=O)(=O)c4ccccc4OC(F)(F)F)CC3)C2=O)cc1, CO. Yields the product COCCCc1ccc(N2CCC3(CCN(S(=O)(=O)c4ccccc4OC(F)(F)F)CC3)C2=O)cc1. As a reaction SMILES: [CH3:1][O:2][CH2:3][CH:4]=[CH:5][c:6]1[cH:7][cH:8][c:9]([N:12]2[C:13](=[O:36])[C:14]3([CH2:15][CH2:16]2)[CH2:17][CH2:18][N:19]([S:22](=[O:23])(=[O:24])[c:25]2[c:26]([O:31][C:32]([F:33])([F:34])[F:35])[cH:27][cH:28][cH:29][cH:30]2)[CH2:20][CH2:21]3)[cH:10][cH:11]1.[CH3:37][OH:38]>>[CH3:1][O:2][CH2:3][CH2:4][CH2:5][c:6]1[cH:7][cH:8][c:9]([N:12]2[C:13](=[O:36])[C:14]3([CH2:15][CH2:16]2)[CH2:17][CH2:18][N:19]([S:22](=[O:23])(=[O:24])[c:25]2[c:26]([O:31][C:32]([F:33])([F:34])[F:35])[cH:27][cH:28][cH:29][cH:30]2)[CH2:20][CH2:21]3)[cH:10][cH:11]1. Reactants: O.O.C(C)(=O)[O-].[Zn+2].C(C)(=O)[O-] (zinc acetate dihydrate), OO (hydrogen peroxide), C(C)(=O)O (acetic acid). Solvent: O (water). Run at time 5 minute. Yields the product C(C)(=O)[O-].[Zn+2].C(C)(=O)[O-].OO (Zinc Acetate Hydrogen Peroxide). RXN SMILES: [OH2:1].[OH2:2].[C:3]([O-:6])(=[O:5])[CH3:4].[Zn+2:7].[C:8]([O-:11])(=[O:10])[CH3:9].OO.C(O)(=O)C>O>[C:3]([O-:6])(=[O:5])[CH3:4].[Zn+2:7].[C:8]([O-:11])(=[O:10])[CH3:9].[OH:1][OH:2] |f:0.1.2.3.4,8.9.10.11|. Procedure details: To this wrinkle resistant, durable press fabric was applied a treating solution containing 40.0 parts by weight of zinc acetate dihydrate, 125 parts of 30% aqueous hydrogen peroxide, the amount of glacial acetic acid specified in Table IX and 52.8 parts water. The fabric was immersed and thoroughly wet in the treating solution, and was passed through a wringer having squeeze rolls adjusted to give a wet pickup of 105%-120%. The fabric was heat-cured in a forced-draft oven for 5 min. at 85° C., w... Reactants: CC1=C(N)C=C(C(=C1)O)C (2,5-dimethyl-4-hydroxyaniline), C([O-])([O-])=O.[K+].[K+] (potassium carbonate), ClC1=CC=C(C=C1)C1(CC1)C1=NSC(=N1)S(=O)(=O)C1=CC=C(C=C1)C (3-[1-(4-chloro-phenyl)cyclopropyl]-5-[(4-methylphenyl)sulphonyl]-1,2,4-thiadiazole). The solvent is C(C)#N (acetonitrile). Reaction conditions: time 30 minute. Yields the product ClC1=CC=C(C=C1)C1(CC1)C1=NSC(=N1)OC1=CC(=C(N)C=C1C)C (4-({3-[1-(4-Chlorophenyl)cyclopropyl]-1,2,4-thiadiazol-5-yl}oxy)-2,5-dimethylaniline). Isolated yield 76.7%. Reaction SMILES: [CH3:1][C:2]1[CH:8]=[C:7]([OH:9])[C:6]([CH3:10])=[CH:5][C:3]=1[NH2:4].C(=O)([O-])[O-].[K+].[K+].[Cl:17][C:18]1[CH:23]=[CH:22][C:21]([C:24]2([C:27]3[N:31]=[C:30](S(C4C=CC(C)=CC=4)(=O)=O)[S:29][N:28]=3)[CH2:26][CH2:25]2)=[CH:20][CH:19]=1>C(#N)C>[Cl:17][C:18]1[CH:23]=[CH:22][C:21]([C:24]2([C:27]3[N:31]=[C:30]([O:9][C:7]4[C:6]([CH3:10])=[CH:5][C:3]([NH2:4])=[C:2]([CH3:1])[CH:8]=4)[S:29][N:28]=3)[CH2:26][CH2:25]2)=[CH:20][CH:19]=1 |f:1.2.3|. Reported procedure: 0.70 g (5.12 mmol) of 2,5-dimethyl-4-hydroxyaniline is placed in 18 ml of acetonitrile, 0.85 g (6.14 mmol) of potassium carbonate is added at ambient temperature and the mixture is stirred at ambient temperature for 30 min. Subsequently, 2.0 g (5.12 mmol) of 3-[1-(4-chloro-phenyl)cyclopropyl]-5-[(4-methylphenyl)sulphonyl]-1,2,4-thiadiazole are added and the reaction mixture is stirred at 50° C. for 12 h. After cooling, the reaction mixture is concentrated using a rotary evaporator and the residu... Reactants: BrBr (bromine), ClC1=CC=C(C=C1)C=1NC(=CC1)SC(F)(F)F (2-(p-chlorophenyl)-5-[(trifluoromethyl)thio]pyrrole). The solvent is C(Cl)(Cl)Cl (chloroform), C(Cl)(Cl)Cl (chloroform). Run at time 2 hour. Product: ethyl acetate hexanes, BrC1=C(NC(=C1)SC(F)(F)F)C1=CC=C(C=C1)Cl (3-Bromo-2-(p-chlorophenyl)-5-[(trifluoromethyl)thio]pyrrole). Isolated yield 80.2%. RXN SMILES: [Cl:1][C:2]1[CH:7]=[CH:6][C:5]([C:8]2[NH:9][C:10]([S:13][C:14]([F:17])([F:16])[F:15])=[CH:11][CH:12]=2)=[CH:4][CH:3]=1.[Br:18]Br>C(Cl)(Cl)Cl>[Br:18][C:12]1[CH:11]=[C:10]([S:13][C:14]([F:15])([F:17])[F:16])[NH:9][C:8]=1[C:5]1[CH:4]=[CH:3][C:2]([Cl:1])=[CH:7][CH:6]=1. Reported procedure: A solution of 2-(p-chlorophenyl)-5-[(trifluoromethyl)thio]pyrrole (1.94 g, 0.00699 mol) in chloroform is cooled, treated with a solution of bromine (1.16 g, 0.00699 mol) in chloroform, stirred for two hours, washed with water and brine, dried over anhydrous magnesium sulfate and concentrated in vacuo to obtain a dark syrup. Flash chromatography of the syrup using silica gel and a 1:10 ethyl acetate/hexanes solution gives the title product as a pink syrup (2.0 g) which is identified by 1HNMR and ... The reactants are CC(C)(C)OC(=O)N1CCC(CC(=O)NC(Cc2ccc(Cl)cc2)C(=O)N2CCC(c3ccccc3NS(C)(=O)=O)CC2)CC1, ClCCl, O=C(O)C(F)(F)F. Product: CS(=O)(=O)Nc1ccccc1C1CCN(C(=O)C(Cc2ccc(Cl)cc2)NC(=O)CC2CCNCC2)CC1. Reaction SMILES: [Cl:1][c:2]1[cH:3][cH:4][c:5]([CH2:8][CH:9]([C:10](=[O:11])[N:12]2[CH2:13][CH2:14][CH:15]([c:18]3[c:19]([NH:24][S:25](=[O:26])(=[O:27])[CH3:28])[cH:20][cH:21][cH:22][cH:23]3)[CH2:16][CH2:17]2)[NH:29][C:30](=[O:31])[CH2:32][CH:33]2[CH2:34][CH2:35][N:36]([C:39]([O:40][C:41]([CH3:42])([CH3:43])[CH3:44])=[O:45])[CH2:37][CH2:38]2)[cH:6][cH:7]1.[Cl:53][CH2:54][Cl:55].[F:46][C:47]([F:48])([F:49])[C:50]([OH:51])=[O:52]>>[Cl:1][c:2]1[cH:3][cH:4][c:5]([CH2:8][CH:9]([C:10](=[O:11])[N:12]2[CH2:13][CH2:14][CH:15]([c:18]3[c:19]([NH:24][S:25](=[O:26])(=[O:27])[CH3:28])[cH:20][cH:21][cH:22][cH:23]3)[CH2:16][CH2:17]2)[NH:29][C:30](=[O:31])[CH2:32][CH:33]2[CH2:34][CH2:35][NH:36][CH2:37][CH2:38]2)[cH:6][cH:7]1. The reactants are [Li]CCCC, COC(=O)Cc1cccc(SC(F)(F)F)c1, CN1CCCN(C)C1=O, CC(C)NC(C)C, ICC1CCCC1, C1CCOC1. Product: COC(=O)C(CC1CCCC1)c1cccc(SC(F)(F)F)c1. RXN SMILES: [CH2:8]([Li:9])[CH2:10][CH2:11][CH3:12].[CH3:13][O:14][C:15]([CH2:16][c:17]1[cH:18][c:19]([S:23][C:24]([F:25])([F:26])[F:27])[cH:20][cH:21][cH:22]1)=[O:28].[CH3:41][N:42]1[CH2:43][CH2:44][CH2:45][N:46]([CH3:47])[C:48]1=[O:49].[CH:1]([NH:2][CH:3]([CH3:4])[CH3:5])([CH3:6])[CH3:7].[I:29][CH2:30][CH:31]1[CH2:32][CH2:33][CH2:34][CH2:35]1.[O:36]1[CH2:37][CH2:38][CH2:39][CH2:40]1>>[CH3:13][O:14][C:15]([CH:16]([c:17]1[cH:18][c:19]([S:23][C:24]([F:25])([F:26])[F:27])[cH:20][cH:21][cH:22]1)[CH2:30][CH:31]1[CH2:32][CH2:33][CH2:34][CH2:35]1)=[O:28].